Task: describe an organic reaction: reactants, conditions, products, and yield. Dataset: the Open Reaction Database (ORD), a public repository of structured organic reaction records The reactants are CCOC(=O)C(=O)Nc1cc(Br)c(OCc2cccc(Br)c2)c(Br)c1, CO, [Na+], [OH-]. Product: O=C(O)C(=O)Nc1cc(Br)c(OCc2cccc(Br)c2)c(Br)c1. RXN SMILES: [CH2:1]([CH3:2])[O:3][C:4]([C:5](=[O:6])[NH:7][c:8]1[cH:9][c:10]([Br:24])[c:11]([O:15][CH2:16][c:17]2[cH:18][c:19]([Br:23])[cH:20][cH:21][cH:22]2)[c:12]([Br:14])[cH:13]1)=[O:25].[CH3:28][OH:29].[Na+:27].[OH-:26]>>[O:3]=[C:4]([C:5](=[O:6])[NH:7][c:8]1[cH:9][c:10]([Br:24])[c:11]([O:15][CH2:16][c:17]2[cH:18][c:19]([Br:23])[cH:20][cH:21][cH:22]2)[c:12]([Br:14])[cH:13]1)[OH:25]. Reactants: CC1=CC2=C(S1)NC=3C=CC=CC3N=C2N4CCN(CC4)C (olanzapine), S(O)(O)(=O)=O (sulfuric acid). The solvent is CC(=O)C (acetone), CC(=O)C (acetone). Reaction conditions: temperature 4 celsius, time 8 hour. Yields the product CC1=CC2=C(S1)NC=3C=CC=CC3N=C2N4CCN(CC4)C.S(=O)(=O)(O)[O-] (Olanzapine Hydrogensulfate). As a reaction SMILES: [CH3:1][C:2]1[S:6][C:5]2[NH:7][C:8]3[CH:9]=[CH:10][CH:11]=[CH:12][C:13]=3[N:14]=[C:15]([N:16]3[CH2:21][CH2:20][N:19]([CH3:22])[CH2:18][CH2:17]3)[C:4]=2[CH:3]=1.[S:23](=[O:27])(=[O:26])([OH:25])[OH:24]>CC(C)=O>[CH3:1][C:2]1[S:6][C:5]2[NH:7][C:8]3[CH:9]=[CH:10][CH:11]=[CH:12][C:13]=3[N:14]=[C:15]([N:16]3[CH2:17][CH2:18][N:19]([CH3:22])[CH2:20][CH2:21]3)[C:4]=2[CH:3]=1.[S:23]([O-:27])([OH:26])(=[O:25])=[O:24] |f:3.4|. Procedure: To a solution of 5.0 g olanzapine base in 150 ml acetone was added at room temperature 0.435 ml of 95% sulfuric acid. The mixture was stirred overnight at 4° C. The formed crystals were isolated by filtration, washed with 20 ml of acetone and 20 ml of ether and dried overnight at 40° C. in vacuo. Yield: 5.87 g (approx. 0.25 eq. acetone present). Starting materials: COC1=NC=C(C=C1OC)C#CC1=C(C=CC=C1)C (2,3-dimethoxy-5-[(2-methylphenyl)ethynyl]pyridine), COC1=NC=C(C=C1OC)C#CC1=C(C=CC=C1)C (2,3-dimethoxy-5-[(2-methylphenyl)ethynyl]pyridine), IC1=CC=C(C=C1)F (1-iodo-4-fluorobenzene). Product: FC1=CC=C(C=C1)C#CC=1C=C(C(=NC1)OC)OC (5-[(4-Fluorophenyl)ethynyl]-2,3-dimethoxypyridine). Reaction SMILES: [CH3:1][O:2][C:3]1[C:8]([O:9][CH3:10])=[CH:7][C:6]([C:11]#[C:12][C:13]2[CH:18]=[CH:17][CH:16]=[CH:15][C:14]=2C)=[CH:5][N:4]=1.IC1C=CC([F:27])=CC=1>>[F:27][C:16]1[CH:17]=[CH:18][C:13]([C:12]#[C:11][C:6]2[CH:7]=[C:8]([O:9][CH3:10])[C:3]([O:2][CH3:1])=[N:4][CH:5]=2)=[CH:14][CH:15]=1. Reported procedure: Prepared as described for 2,3-dimethoxy-5-[(2-methylphenyl)ethynyl]pyridine (Intermediate 33) but using 1-iodo-4-fluorobenzene instead of 1-iodo-2-methylbenzene.